Dataset: the Open Reaction Database (ORD), a public repository of structured organic reaction records. Task: describe an organic reaction: reactants, conditions, products, and yield The reactants are CN(C)CC1=CC=C(O1)CSCCN (2-[[[5-[(dimethylamino)methyl]-2-furanyl]methyl]thio]ethylamine), ClC1=NS(C2=C1C=CC=C2)(=O)=O (3-chlorobenzisothiazole 1,1-dioxide). Solvent: C(Cl)(Cl)Cl (chloroform). Product: CN(C)CC1=CC=C(O1)CSCCNC1=NS(C2=C1C=CC=C2)(=O)=O (N-[2-[[[5-[(dimethylamino)methyl]2-furanyl]methyl]thio]ethyl]-1,2-benzisothiazol-3-amine 1,1-dioxide). The yield is 11.1%. As a reaction SMILES: [CH3:1][N:2]([CH2:4][C:5]1[O:9][C:8]([CH2:10][S:11][CH2:12][CH2:13][NH2:14])=[CH:7][CH:6]=1)[CH3:3].Cl[C:16]1[C:20]2[CH:21]=[CH:22][CH:23]=[CH:24][C:19]=2[S:18](=[O:26])(=[O:25])[N:17]=1>C(Cl)(Cl)Cl>[CH3:3][N:2]([CH2:4][C:5]1[O:9][C:8]([CH2:10][S:11][CH2:12][CH2:13][NH:14][C:16]2[C:20]3[CH:21]=[CH:22][CH:23]=[CH:24][C:19]=3[S:18](=[O:25])(=[O:26])[N:17]=2)=[CH:7][CH:6]=1)[CH3:1]. Reported procedure: To a refluxing solution of 2.14 g (10 mmol) of 2-[[[5-[(dimethylamino)methyl]-2-furanyl]methyl]thio]ethylamine in 150 ml of chloroform is added incrementally 2.02 g (10 mmol) of 3-chlorobenzisothiazole 1,1-dioxide. The reaction mixture is refluxed for an additional 30 minutes, is cooled to room temperature and then solvent is removed on a rotoevaporator. The resulting oil is subjected to preparative column chromatography on silica gel. Elution with methylene chloride followed by methylene chlori... The reactants are CC(C)(C)OC(=O)Nc1cc(N2CCC2)c(Cl)cc1NC(=O)CC(=O)c1ccnc(C#N)c1, ClCCl, O=C(O)C(F)(F)F. The product is N#Cc1cc(C2=Nc3cc(N4CCC4)c(Cl)cc3NC(=O)C2)ccn1. RXN SMILES: [C:1]([O:2][C:3](=[O:4])[NH:7][c:8]1[c:9]([NH:19][C:20]([CH2:21][C:22](=[O:5])[c:24]2[cH:25][c:26]([C:30]#[N:31])[n:27][cH:28][cH:29]2)=[O:32])[cH:10][c:11]([Cl:18])[c:12]([N:14]2[CH2:15][CH2:16][CH2:17]2)[cH:13]1)([CH3:6])([CH3:23])[CH3:33].[Cl:41][CH2:42][Cl:43].[F:34][C:35]([F:36])([F:37])[C:38]([OH:39])=[O:40]>>[N:7]1=[C:22]([c:24]2[cH:25][c:26]([C:30]#[N:31])[n:27][cH:28][cH:29]2)[CH2:21][C:20](=[O:32])[NH:19][c:9]2[c:8]1[cH:13][c:12]([N:14]1[CH2:15][CH2:16][CH2:17]1)[c:11]([Cl:18])[cH:10]2. Reactants: Cc1nc(C)c(Cl)c(NCc2nccc(Cl)c2C)n1, Cl, Cl, [K+], [K+], O=C([O-])[O-], CN(C)C=O, O, N=C(N)SCc1ccncc1. The product is Cc1nc(C)c(Cl)c(NCc2nccc(SCc3ccncc3)c2C)n1. RXN SMILES: [Cl:1][c:2]1[c:3]([NH:10][CH2:11][c:12]2[n:13][cH:14][cH:15][c:16]([Cl:19])[c:17]2[CH3:18])[n:4][c:5]([CH3:9])[n:6][c:7]1[CH3:8].[ClH:20].[ClH:21].[K+:33].[K+:34].[O-:35][C:36]([O-:37])=[O:38].[O:40]=[CH:41][N:42]([CH3:43])[CH3:44].[OH2:39].[n:22]1[cH:23][cH:24][c:25]([CH2:28][S:29][C:30](=[NH:31])[NH2:32])[cH:26][cH:27]1>>[Cl:1][c:2]1[c:3]([NH:10][CH2:11][c:12]2[n:13][cH:14][cH:15][c:16]([S:29][CH2:28][c:25]3[cH:24][cH:23][n:22][cH:27][cH:26]3)[c:17]2[CH3:18])[n:4][c:5]([CH3:9])[n:6][c:7]1[CH3:8]. Starting materials: ClC1=C2C=CC=C(C2=CC2=CC=CC=C12)CO (10-Chloro-1-anthracenemethanol), BaMnO4. Solvent: C(Cl)Cl (CH2Cl2). Yields the product ClC1=C2C=CC=C(C2=CC2=CC=CC=C12)C=O (10-chloroanthracene-1-carboxaldehyde). Isolated yield 69.2%. Reaction SMILES: [Cl:1][C:2]1[C:15]2[C:10](=[CH:11][CH:12]=[CH:13][CH:14]=2)[CH:9]=[C:8]2[C:3]=1[CH:4]=[CH:5][CH:6]=[C:7]2[CH2:16][OH:17]>C(Cl)Cl>[Cl:1][C:2]1[C:15]2[C:10](=[CH:11][CH:12]=[CH:13][CH:14]=2)[CH:9]=[C:8]2[C:3]=1[CH:4]=[CH:5][CH:6]=[C:7]2[CH:16]=[O:17]. Procedure details: 10-Chloro-1-anthracenemethanol (37C, 8.8 g, 0.036 mol) was dissolved in CH2Cl2 (200 ml) and treated with BaMnO4 (Aldrich, 15 g, 0.059 mol) for 3 days and briefly brought to reflux. The reaction mixture was filtered, and the filtrate reduced to dryness. The residue was chromatographed by preparative HPLC using PhCH3 as the eluting solvent to give 6.0 g (69%) of crude 10-chloroanthracene-1-carboxaldehyde, which was used without further purification. An analytical sample was recrystallized from CH2... Reactants: CN(C1=C(C(=O)N[C@@H]2CC[C@H](CC2)C(F)(F)F)C=C(C=C1)[N+](=O)[O-])C (2-dimethylamino-5-nitro-N-(trans-4-trifluoromethylcyclohexyl)-benzamide), CC1=NC=C(C(=C1O)C=O)COP(=O)(O)O.O (MC-1). Reagents/catalysts: [Pd].[H][H] (Pd/C H2). The solvent is CO (MeOH). Product: NC=1C=CC(=C(C(=O)N[C@@H]2CC[C@H](CC2)C(F)(F)F)C1)N(C)C (5-Amino-2-dimethylamino-N-(trans-4-trifluoromethyl-cyclohexyl)-benzamide). As a reaction SMILES: [CH3:1][N:2]([CH3:25])[C:3]1[CH:21]=[CH:20][C:19]([N+:22]([O-])=O)=[CH:18][C:4]=1[C:5]([NH:7][C@H:8]1[CH2:13][CH2:12][C@H:11]([C:14]([F:17])([F:16])[F:15])[CH2:10][CH2:9]1)=[O:6].CC1C(O)=C(C=O)C(COP(O)(O)=O)=CN=1.O>CO.[Pd].[H][H]>[NH2:22][C:19]1[CH:20]=[CH:21][C:3]([N:2]([CH3:25])[CH3:1])=[C:4]([CH:18]=1)[C:5]([NH:7][C@H:8]1[CH2:9][CH2:10][C@H:11]([C:14]([F:16])([F:17])[F:15])[CH2:12][CH2:13]1)=[O:6] |f:1.2,4.5|. Procedure details: Prepared analogously to example 4b with 2-dimethylamino-5-nitro-N-(trans-4-trifluoromethylcyclohexyl)-benzamide (50 mg; 0.14 mmol) with Pd/C/H2 (15 mg/50 psi) in 10 mL MeOH. Yield: quantitative; MS: [m+H]+=330; HPLC: Rt=1.14 min (Method MC-1)